describe an organic reaction: reactants, conditions, products, and yield From a dataset of the Open Reaction Database (ORD), a public repository of structured organic reaction records. The reactants are II (iodine), [I-].[K+] (potassium iodide), C([O-])([O-])=O.[K+].[K+] (potassium carbonate), OC1=NSC(=C1C#N)SC (3-hydroxy-4-cyano-5-methylthioisothiazole), C(C#C)Br (propargyl bromide), [OH-].[K+] (KOH). Solvent: O (Water), CN(C)C=O (DMF). Product: IC#CCOC1=NSC(=C1C#N)SC (3-(3-iodo-2-propynyloxy)-4-cyano-5-methylthioisothiazole). RXN SMILES: [OH:1][C:2]1[C:6]([C:7]#[N:8])=[C:5]([S:9][CH3:10])[S:4][N:3]=1.C(=O)([O-])[O-].[K+].[K+].[CH2:17](Br)[C:18]#[CH:19].[I:21]I.[I-].[K+].[OH-].[K+]>CN(C=O)C.O>[I:21][C:19]#[C:18][CH2:17][O:1][C:2]1[C:6]([C:7]#[N:8])=[C:5]([S:9][CH3:10])[S:4][N:3]=1 |f:1.2.3,6.7,8.9|. Reported procedure: 1.72 Grams of 3-hydroxy-4-cyano-5-methylthioisothiazole was dissolved in 20 ml of DMF, 0.7 g of potassium carbonate was added thereto, and then 1.3 g of propargyl bromide was added with stirring. After stirring at 50° C. for 1 hour, the reaction solution was ice-cooled, 3.0 g of iodine and 3.2 g of potassium iodide were added thereto, and then 6.6 g of a 10% KOH was gradually added dropwise with stirring. After addition, the reaction solution was stirred at room temperature for 1 hour. Water was... Reactants: C(=O)([O-])[O-].[Na+].[Na+] (Na2CO3), solid, ClC1=C(C=CC=C1)C1=NN2C(N=C(NC2=O)C)=C1I (7-(2-chlorophenyl)-8-iodo-2-methyl-3H-pyrazolo-[1,5-a][1,3,5]triazin-4-one), ClC1=CC=C(C=C1)B(O)O (4-chlorophenylboronic acid). The reagents and catalysts are Cl[Pd]Cl.C1(=CC=CC=C1)P([C-]1C=CC=C1)C1=CC=CC=C1.[C-]1(C=CC=C1)P(C1=CC=CC=C1)C1=CC=CC=C1.[Fe+2] ((1,1′-bis(diphenylphosphino)ferrocene)-dichloropalladium(II)). The solvent is C(OC)COC (dimethoxyethane), CO (methanol). Yields the product ClC1=C(C=CC=C1)C1=NN2C(N=C(NC2=O)C)=C1C1=CC=C(C=C1)Cl (7-(2-Chlorophenyl)-8-(4-chlorophenyl)-2-methyl-3H-pyrazolo[1,5-a][1,3,5]triazin-4-one). RXN SMILES: [Cl:1][C:2]1[CH:7]=[CH:6][CH:5]=[CH:4][C:3]=1[C:8]1[C:18](I)=[C:11]2[N:12]=[C:13]([CH3:17])[NH:14][C:15](=[O:16])[N:10]2[N:9]=1.[Cl:20][C:21]1[CH:26]=[CH:25][C:24](B(O)O)=[CH:23][CH:22]=1.C([O-])([O-])=O.[Na+].[Na+]>C(COC)OC.CO.Cl[Pd]Cl.C1(P(C2C=CC=CC=2)[C-]2C=CC=C2)C=CC=CC=1.[C-]1(P(C2C=CC=CC=2)C2C=CC=CC=2)C=CC=C1.[Fe+2]>[Cl:1][C:2]1[CH:7]=[CH:6][CH:5]=[CH:4][C:3]=1[C:8]1[C:18]([C:24]2[CH:25]=[CH:26][C:21]([Cl:20])=[CH:22][CH:23]=2)=[C:11]2[N:12]=[C:13]([CH3:17])[NH:14][C:15](=[O:16])[N:10]2[N:9]=1 |f:2.3.4,7.8.9.10|. Reported procedure: To a mixture of 7-(2-chlorophenyl)-8-iodo-2-methyl-3H-pyrazolo-[1,5-a][1,3,5]triazin-4-one (I-1A-1d; 141 g, 364 mmol) and 4-chlorophenylboronic acid (85.1 g, 544 mmol) in dimethoxyethane (1.4 L) was added 2 M aqueous Na2CO3 (365 ml) and then (1,1′-bis(diphenylphosphino)ferrocene)-dichloropalladium(II), dichloromethane complex (5.80 g, 7.17 mmol). The reaction was heated at reflux for 16 hours, cooled, and the organic layer separated and then concentrated under reduced pressure. The residue was d...